Dataset: the Open Reaction Database (ORD), a public repository of structured organic reaction records. Task: describe an organic reaction: reactants, conditions, products, and yield The reactants are C(=C)=C[C@@]12CC[C@@H]3[C@]4(CCC(C=C4CC[C@H]3[C@@H]2CC[C@@H]1C(C)=O)=O)C (18-vinylidenepregn-4-ene-3,20-dione), N1CCCC1 (pyrrolidine). Solvent: CO (methanol). Product: N1(CCCC1)C1=CC2=CC[C@H]3[C@@H]4CC[C@H](C(C)=O)[C@]4(CC[C@@H]3[C@]2(CC1)C)C=C=C (3-(1-pyrrolidinyl)-18-vinylidenepregna-3,5-dien-20-one). RXN SMILES: [C:1](=[CH:3][C@@:4]12[C@@H:20]([C:21](=[O:23])[CH3:22])[CH2:19][CH2:18][C@H:17]1[C@H:16]1[C@@H:7]([C@:8]3([CH3:25])[C:13]([CH2:14][CH2:15]1)=[CH:12][C:11](=O)[CH2:10][CH2:9]3)[CH2:6][CH2:5]2)=[CH2:2].[NH:26]1[CH2:30][CH2:29][CH2:28][CH2:27]1>CO>[N:26]1([C:11]2[CH2:10][CH2:9][C@@:8]3([CH3:25])[C:13](=[CH:14][CH2:15][C@@H:16]4[C@@H:7]3[CH2:6][CH2:5][C@@:4]3([CH:3]=[C:1]=[CH2:2])[C@H:17]4[CH2:18][CH2:19][C@@H:20]3[C:21](=[O:23])[CH3:22])[CH:12]=2)[CH2:30][CH2:29][CH2:28][CH2:27]1. Procedure: A solution is prepared from 3.3 g of 18-vinylidenepregn-4-ene-3,20-dione in the minimum amount of hot methanol and 700 mg of pyrrolidine is added to the hot solution. When the product begins to crystallize, the mixture is chilled rapidly in ice water. The mixture is diluted with methanol and the solid is separated by filtration and dried under high vacuum to give 3-(1-pyrrolidinyl)-18-vinylidenepregna-3,5-dien-20-one which is used in the next step without further purification. The reactants are N1CCOCCOCCOCCOCC1 (1-aza-4,7,10,13-tetraoxacyclopentadecane), CC(C(=O)Cl)(CC)C (2,2-dimethylbutyryl chloride). Yields the product CC(C(=O)N1CCOCCOCCOCCOCC1)(CC)C (1-(2,2-Dimethylbutyroyl)-1-aza-4,7,10,13-tetraoxacyclopentadecane). RXN SMILES: [NH:1]1[CH2:15][CH2:14][O:13][CH2:12][CH2:11][O:10][CH2:9][CH2:8][O:7][CH2:6][CH2:5][O:4][CH2:3][CH2:2]1.[CH3:16][C:17]([CH3:23])([CH2:21][CH3:22])[C:18](Cl)=[O:19]>>[CH3:16][C:17]([CH3:23])([CH2:21][CH3:22])[C:18]([N:1]1[CH2:15][CH2:14][O:13][CH2:12][CH2:11][O:10][CH2:9][CH2:8][O:7][CH2:6][CH2:5][O:4][CH2:3][CH2:2]1)=[O:19]. Procedure details: Analogously to Example 14 from 1-aza-4,7,10,13-tetraoxacyclopentadecane and 2,2-dimethylbutyryl chloride. Starting materials: ClCCCOC=1C(=CC2=C(C3=C(C(O2)=O)CCC3)C1)OC (8-(3-chloropropoxy)-2,3-dihydro-7-methoxy-cyclopenta[c][1]benzopyran-4(1H)-one), C(Cl)(Cl)Cl (chloroform), C(\C=C\C(=O)[O-])(=O)[O-] (Fumarate), N1=C(C=CC=C1)N1CCNCC1 (1-(2-pyridinyl)piperazine). Run in C(C)O (ethanol), CC(=O)C (acetone). Product: COC1=CC2=C(C3=C(C(O2)=O)CCC3)C=C1OCCCN1CCN(CC1)C1=NC=CC=C1 (2,3-dihydro-7-methoxy-8-{3-[4-(2-pyridinyl)-1-piperazinyl]propoxy}cyclopenta[c][1]benzopyran-4(1H)-one). The yield is 68.0%. As a reaction SMILES: Cl[CH2:2][CH2:3][CH2:4][O:5][C:6]1[C:7]([O:20][CH3:21])=[CH:8][C:9]2[O:14][C:13](=[O:15])[C:12]3[CH2:16][CH2:17][CH2:18][C:11]=3[C:10]=2[CH:19]=1.[N:22]1[CH:27]=[CH:26][CH:25]=[CH:24][C:23]=1[N:28]1[CH2:33][CH2:32][NH:31][CH2:30][CH2:29]1.C(Cl)(Cl)Cl.C([O-])(=O)/C=C/C([O-])=O>CC(C)=O.C(O)C>[CH3:21][O:20][C:7]1[C:6]([O:5][CH2:4][CH2:3][CH2:2][N:31]2[CH2:32][CH2:33][N:28]([C:23]3[CH:24]=[CH:25][CH:26]=[CH:27][N:22]=3)[CH2:29][CH2:30]2)=[CH:19][C:10]2[C:11]3[CH2:18][CH2:17][CH2:16][C:12]=3[C:13](=[O:15])[O:14][C:9]=2[CH:8]=1. Reported procedure: Method B (75 h at 45° C.); starting materials: 8-(3-chloropropoxy)-2,3-dihydro-7-methoxy-cyclopenta[c][1]benzopyran-4(1H)-one (example 83) and 1-(2-pyridinyl)piperazine; yield 68%; fusion point 152°-154° C. (from chloroform and ethanol). Fumarate: method E; yield 96%; fusion point 205°-207° C. (from acetone). The reactants are C(C1=CC=CC=C1)OC1=C(C=CC=C1)C=1N(C2=CC(=CC=C2C1C1CCCCC1)C(=O)OC)C (methyl 2-[2-(benzyloxy)phenyl]-3-cyclohexyl-1-methyl-1H-indole-6-carboxylate). The reagents and catalysts are [OH-].[Pd+2].[OH-] (palladium hydroxide). Run in CO (MeOH), CC(=O)O (AcOH). Conditions: time 12 hour. Yields the product C1(CCCCC1)C1=C(N(C2=CC(=CC=C12)C(=O)OC)C)C1=C(C=CC=C1)O (methyl 3-cyclohexyl-2-(2-hydroxyphenyl)-1-methyl-1H-indole-6-carboxylate). RXN SMILES: C([O:8][C:9]1[CH:14]=[CH:13][CH:12]=[CH:11][C:10]=1[C:15]1[N:16]([CH3:34])[C:17]2[C:22]([C:23]=1[CH:24]1[CH2:29][CH2:28][CH2:27][CH2:26][CH2:25]1)=[CH:21][CH:20]=[C:19]([C:30]([O:32][CH3:33])=[O:31])[CH:18]=2)C1C=CC=CC=1>CO.CC(O)=O.[OH-].[Pd+2].[OH-]>[CH:24]1([C:23]2[C:22]3[C:17](=[CH:18][C:19]([C:30]([O:32][CH3:33])=[O:31])=[CH:20][CH:21]=3)[N:16]([CH3:34])[C:15]=2[C:10]2[CH:11]=[CH:12][CH:13]=[CH:14][C:9]=2[OH:8])[CH2:29][CH2:28][CH2:27][CH2:26][CH2:25]1 |f:3.4.5|. Procedure: A solution of intermediate 3 (4.00 g) in MeOH (36 mL) and AcOH (4 mL) was hydrogenated in presence of palladium hydroxide as catalyst. After 12 h, the reaction mixture was filtered and the filtrate was evaporated to give methyl 3-cyclohexyl-2-(2-hydroxyphenyl)-1-methyl-1H-indole-6-carboxylate 4: m/z=364 (M+H)+.